Dataset: the Open Reaction Database (ORD), a public repository of structured organic reaction records. Task: describe an organic reaction: reactants, conditions, products, and yield The reactants are CC(C)(C)OC(=O)OC(=O)OC(C)(C)C, Cc1c([N+](=O)[O-])ccc2[nH]c(=O)oc(=O)c12, [H][H], CN(C)C=O. Yields the product Cc1c(N)ccc2[nH]c(=O)oc(=O)c12. As a reaction SMILES: [C:17]([O:18][C:19]([O:20][C:21]([O:22][C:23]([CH3:24])([CH3:25])[CH3:26])=[O:27])=[O:28])([CH3:29])([CH3:30])[CH3:31].[CH3:1][c:2]1[c:3]([N+:14]([O-:15])=[O:16])[cH:4][cH:5][c:6]2[c:7]1[c:8](=[O:13])[o:9][c:10](=[O:12])[nH:11]2.[H:32][H:33].[O:34]=[CH:35][N:36]([CH3:37])[CH3:38]>>[CH3:1][c:2]1[c:3]([NH2:14])[cH:4][cH:5][c:6]2[c:7]1[c:8](=[O:13])[o:9][c:10](=[O:12])[nH:11]2. Starting materials: CCO, CN, Cc1ccc(N2c3ccccc3N(CC=CCCl)S2(=O)=O)c(F)c1. The product is CNCC=CCN1c2ccccc2N(c2ccc(C)cc2F)S1(=O)=O, Cl. As a reaction SMILES: [CH2:25]([OH:26])[CH3:27].[CH3:28][NH2:29].[Cl:1][CH2:2][CH:3]=[CH:4][CH2:5][N:6]1[S:7](=[O:23])(=[O:24])[N:8]([c:15]2[c:16]([F:22])[cH:17][c:18]([CH3:21])[cH:19][cH:20]2)[c:9]2[c:10]1[cH:11][cH:12][cH:13][cH:14]2>>[CH2:2]([CH:3]=[CH:4][CH2:5][N:6]1[S:7](=[O:23])(=[O:24])[N:8]([c:15]2[c:16]([F:22])[cH:17][c:18]([CH3:21])[cH:19][cH:20]2)[c:9]2[c:10]1[cH:11][cH:12][cH:13][cH:14]2)[NH:29][CH3:28].[ClH:1]. The solvent is C(Cl)Cl (DCM). Yields the product CS(=O)(=O)C1=C(C=CC=C1)OC (1-methanesulfonyl-2-methoxy-benzene). Reactants: ClC1=CC(=CC=C1)C(=O)OO (m-Chloroperbenzoic acid), COC1=C(C=CC=C1)SC (1-methoxy-2-methylsulfanyl-benzene), O (water). RXN SMILES: ClC1C=CC=C(C(OO)=[O:9])C=1.[CH3:12][O:13][C:14]1[CH:19]=[CH:18][CH:17]=[CH:16][C:15]=1[S:20][CH3:21].[OH2:22]>C(Cl)Cl>[CH3:21][S:20]([C:15]1[CH:16]=[CH:17][CH:18]=[CH:19][C:14]=1[O:13][CH3:12])(=[O:9])=[O:22]. Conditions: time 1 hour. Isolated yield 91.6%. Reported procedure: m-Chloroperbenzoic acid (280 mg, 1.62 mmol) was added to a cold (0-4° C.) solution of 1-methoxy-2-methylsulfanyl-benzene (100 mg, 0.64 mmol) in DCM (3 mL) and stirring was continued for 1 hr. The reaction mixture was diluted with water and extracted with dichloromethane. The organic layer was washed with saturated brine solution, dried over sodium sulfate and concentrated under reduced pressure to afford 110 mg (91.6% Yield) of 1-methanesulfonyl-2-methoxy-benzene. Boron tribromide (370 mg, 1.47 ... The reactants are COc1ccc(CCl)cc1, CCCCC, Oc1cc(I)ccc1Cl, [K+], [K+], O=C([O-])[O-], CN(C)C=O. The product is COc1ccc(COc2cc(I)ccc2Cl)cc1. RXN SMILES: [CH3:10][O:11][c:12]1[cH:13][cH:14][c:15]([CH2:16][Cl:17])[cH:18][cH:19]1.[CH3:31][CH2:32][CH2:33][CH2:34][CH3:35].[Cl:1][c:2]1[c:3]([OH:9])[cH:4][c:5]([I:8])[cH:6][cH:7]1.[K+:20].[K+:21].[O-:22][C:23]([O-:24])=[O:25].[O:26]=[CH:27][N:28]([CH3:29])[CH3:30]>>[Cl:1][c:2]1[c:3]([O:9][CH2:16][c:15]2[cH:14][cH:13][c:12]([O:11][CH3:10])[cH:19][cH:18]2)[cH:4][c:5]([I:8])[cH:6][cH:7]1. Starting materials: [BH4-], CC(C)(C)OC(=O)N1CCC(C(=O)c2ccc(Br)cc2)CC1, CCO, [Na+]. Yields the product CC(C)(C)OC(=O)N1CCC(C(O)c2ccc(Br)cc2)CC1. Reaction SMILES: [BH4-:23].[C:1]([CH3:2])([CH3:3])([CH3:4])[O:5][C:6](=[O:7])[N:8]1[CH2:9][CH2:10][CH:11]([C:14]([c:15]2[cH:16][cH:17][c:18]([Br:21])[cH:19][cH:20]2)=[O:22])[CH2:12][CH2:13]1.[CH3:25][CH2:26][OH:27].[Na+:24]>>[C:1]([CH3:2])([CH3:3])([CH3:4])[O:5][C:6](=[O:7])[N:8]1[CH2:9][CH2:10][CH:11]([CH:14]([c:15]2[cH:16][cH:17][c:18]([Br:21])[cH:19][cH:20]2)[OH:22])[CH2:12][CH2:13]1. The reactants are C1CCOC1, CO, Cl, O=CNc1nc(-c2ccccc2)c(-c2ccoc2)s1. The product is Nc1nc(-c2ccccc2)c(-c2ccoc2)s1. RXN SMILES: [CH2:22]1[O:23][CH2:24][CH2:25][CH2:26]1.[CH3:20][OH:21].[ClH:27].[o:1]1[cH:2][c:3](-[c:6]2[c:7](-[c:14]3[cH:15][cH:16][cH:17][cH:18][cH:19]3)[n:8][c:9]([NH:11][CH:12]=[O:13])[s:10]2)[cH:4][cH:5]1>>[o:1]1[cH:2][c:3](-[c:6]2[c:7](-[c:14]3[cH:15][cH:16][cH:17][cH:18][cH:19]3)[n:8][c:9]([NH2:11])[s:10]2)[cH:4][cH:5]1.